Dataset: the Open Reaction Database (ORD), a public repository of structured organic reaction records. Task: describe an organic reaction: reactants, conditions, products, and yield Reactants: BrC1=C(C(=O)O)C=C(C=C1)OC (2-bromo-5-methoxybenzoic acid), C(CCC)[Li] (n-butyllithium), C1(CC1)C(=O)N(C)OC (cyclopropyl-N-methoxy-N-methylcarboxamide). Reported procedure: This compound is synthesized according to the method described in 3.2. by reacting 2-bromo-5-methoxybenzoic acid pretreated with n-butyllithium with cyclopropyl-N-methoxy-N-methylcarboxamide. A yellow powder is obtained by precipitation in isopropyl ether. Solvent: C(C)(C)OC(C)C (isopropyl ether). The product is C1(CC1)C(=O)C1=C(C(=O)O)C=C(C=C1)OC (2-cyclopropanecarbonyl-5-methoxybenzoic acid). Reaction SMILES: Br[C:2]1[CH:10]=[CH:9][C:8]([O:11][CH3:12])=[CH:7][C:3]=1[C:4]([OH:6])=[O:5].C([Li])CCC.[CH:18]1([C:21](N(OC)C)=[O:22])[CH2:20][CH2:19]1>C(OC(C)C)(C)C>[CH:18]1([C:21]([C:2]2[CH:10]=[CH:9][C:8]([O:11][CH3:12])=[CH:7][C:3]=2[C:4]([OH:6])=[O:5])=[O:22])[CH2:20][CH2:19]1. Reactants: C1(CCCCC1)C#C (Cyclohexylacetylene), FC(S(=O)(=O)OC=1C=NC2=CC(=C(C=C2C1)OC)OC)(F)F (6,7-dimethoxyquinolin-3-yl trifluoromethane sulfonate), [Li]CCCC (n-BuLi), [NH4+].[OH-] (NH4OH). Reagents/catalysts: C=1C=CC(=CC1)[P](C=2C=CC=CC2)(C=3C=CC=CC3)[Pd]([P](C=4C=CC=CC4)(C=5C=CC=CC5)C=6C=CC=CC6)([P](C=7C=CC=CC7)(C=8C=CC=CC8)C=9C=CC=CC9)[P](C=1C=CC=CC1)(C=1C=CC=CC1)C=1C=CC=CC1 (Pd(PPh3)4), [Cl-].[Cl-].[Zn+2] (ZnCl2). The solvent is C1CCOC1 (THF), C1CCOC1 (THF), C(Cl)(Cl)Cl (CHCl3). Reaction conditions: temperature 0 celsius, time 30 minute. The product is C1(CCCCC1)C#CC=1C=NC2=CC(=C(C=C2C1)OC)OC (3-cyclohexylethynyl-6,7-dimethoxyquinoline). As a reaction SMILES: [CH:1]1([C:7]#[CH:8])[CH2:6][CH2:5][CH2:4][CH2:3][CH2:2]1.[Li]CCCC.FC(F)(F)S(O[C:20]1[CH:21]=[N:22][C:23]2[C:28]([CH:29]=1)=[CH:27][C:26]([O:30][CH3:31])=[C:25]([O:32][CH3:33])[CH:24]=2)(=O)=O.[NH4+].[OH-]>C1COCC1.C(Cl)(Cl)Cl.[Cl-].[Cl-].[Zn+2].C1C=CC([P]([Pd]([P](C2C=CC=CC=2)(C2C=CC=CC=2)C2C=CC=CC=2)([P](C2C=CC=CC=2)(C2C=CC=CC=2)C2C=CC=CC=2)[P](C2C=CC=CC=2)(C2C=CC=CC=2)C2C=CC=CC=2)(C2C=CC=CC=2)C2C=CC=CC=2)=CC=1>[CH:1]1([C:7]#[C:8][C:20]2[CH:21]=[N:22][C:23]3[C:28]([CH:29]=2)=[CH:27][C:26]([O:30][CH3:31])=[C:25]([O:32][CH3:33])[CH:24]=3)[CH2:6][CH2:5][CH2:4][CH2:3][CH2:2]1 |f:3.4,7.8.9,^1:53,55,74,93|. Procedure details: This reaction is carried out under anhydrous conditions. Cyclohexylacetylene (700 mg; 6.47 mmol) in 10 mL. THF is cooled to 0° C. To this is added 2.5M n-BuLi (3.0 mL; 7.44 mmol) and stirred for 30 min. at 0° C. under N2 atm and then 1.0M ZnCl2 (7.4 mL; 7.44 mmol). This is allowed to warm to room temperature and stirred for 3/4 hour. The reaction mixture is transferred via cannula to a flask containing 6,7-dimethoxyquinolin-3-yl trifluoromethane sulfonate (500 mg; 1.48 mmol) and Pd(PPh3)4 (83 mg... The reactants are COC1Cc2cc(C(F)(F)F)ccc2C1N1CCN(C(=O)OC(C)(C)C)CC1C, Cl, C1COCCO1. Product: COC1Cc2cc(C(F)(F)F)ccc2C1N1CCNCC1C. As a reaction SMILES: [CH3:1][O:2][CH:3]1[CH:4]([N:16]2[CH:17]([CH3:29])[CH2:18][N:19]([C:22]([O:23][C:24]([CH3:25])([CH3:26])[CH3:27])=[O:28])[CH2:20][CH2:21]2)[c:5]2[cH:6][cH:7][c:8]([C:12]([F:13])([F:14])[F:15])[cH:9][c:10]2[CH2:11]1.[ClH:30].[O:31]1[CH2:32][CH2:33][O:34][CH2:35][CH2:36]1>>[CH3:1][O:2][CH:3]1[CH:4]([N:16]2[CH:17]([CH3:29])[CH2:18][NH:19][CH2:20][CH2:21]2)[c:5]2[cH:6][cH:7][c:8]([C:12]([F:13])([F:14])[F:15])[cH:9][c:10]2[CH2:11]1. Starting materials: CC1(C2C(C3=CN=CC=C3O1)O2)C ((±)-2,2-dimethyl-1a,7b-dihydro-2H-1,3-dioxa-6-aza-cyclopropa[a]naphthalene), ClC1=CC=C(C=C1)N1NC(C=C1)=O (1-(4-chloro-phenyl)-1,2-dihydro-pyrazol-3-one). Product: ClC1=CC=C(C=C1)N1N=C(C=C1)OC1C(C(OC2=C1C=NC=C2)(C)C)O (4-[1-(4-Chloro-phenyl)-1H-pyrazol-3-yloxy]-2,2-dimethyl-3,4-dihydro-2H-pyrano[3,2-c]pyridin-3-ol). Reaction SMILES: [CH3:1][C:2]1([CH3:13])[O:11][C:10]2[C:5](=[CH:6][N:7]=[CH:8][CH:9]=2)[CH:4]2[O:12][CH:3]12.[Cl:14][C:15]1[CH:20]=[CH:19][C:18]([N:21]2[CH:25]=[CH:24][C:23](=[O:26])[NH:22]2)=[CH:17][CH:16]=1>>[Cl:14][C:15]1[CH:16]=[CH:17][C:18]([N:21]2[CH:25]=[CH:24][C:23]([O:26][CH:4]3[C:5]4[CH:6]=[N:7][CH:8]=[CH:9][C:10]=4[O:11][C:2]([CH3:1])([CH3:13])[CH:3]3[OH:12])=[N:22]2)=[CH:19][CH:20]=1. Procedure: Following the procedure in Example 1, using (±)-2,2-dimethyl-1a,7b-dihydro-2H-1,3-dioxa-6-aza-cyclopropa[a]naphthalene and 1-(4-chloro-phenyl)-1,2-dihydro-pyrazol-3-one as starting materials, the title compounds were prepared as pale yellow solids. Starting materials: CC(Cl)c1cccnc1, CCOc1ccc2ccccc2c1C(=O)O. Reagents/catalysts: O=C([O-])[O-].[Cs+].[Cs+] (cesium carbonate), [I-].[K+] (potassium iodide). The solvent is CN(C)C=O (DMF), CN(C)C=O (dmf), CN(C)C=O (DMF). Reaction conditions: temperature 70 celsius, time 16 hour. The product is CCOc1ccc2ccccc2c1C(=O)OC(C)c1cccnc1. Reactants: C1(=CC=C(C=C1)S(=O)(=O)[O-])C.[NH+]1=CC=CC=C1 (pyridinium p-toluenesulfonate), resultant solution, O=C1COC2=C(N1CCOCC1=CC=CC=C1)C=CC=C2OC2OCCCC2 (3-oxo-4-(2-(benzyloxy)ethyl)-8-(tetrahydropyrane-2-yloxy)-3,4-dihydro-2H-1,4-benzoxazine). Run in CO (methanol). Yields the product OC1=CC=CC=2N(C(COC21)=O)CCOCC2=CC=CC=C2 (8-hydroxy-3-oxo-4-(2-(benzyloxy)ethyl)-3,4-dihydro-2H-1,4-benzoxazine). Isolated yield 80.0%. RXN SMILES: [O:1]=[C:2]1[N:7]([CH2:8][CH2:9][O:10][CH2:11][C:12]2[CH:17]=[CH:16][CH:15]=[CH:14][CH:13]=2)[C:6]2[CH:18]=[CH:19][CH:20]=[C:21]([O:22]C3CCCCO3)[C:5]=2[O:4][CH2:3]1.C1(C)C=CC(S([O-])(=O)=O)=CC=1.[NH+]1C=CC=CC=1>CO>[OH:22][C:21]1[C:5]2[O:4][CH2:3][C:2](=[O:1])[N:7]([CH2:8][CH2:9][O:10][CH2:11][C:12]3[CH:13]=[CH:14][CH:15]=[CH:16][CH:17]=3)[C:6]=2[CH:18]=[CH:19][CH:20]=1 |f:1.2|. Procedure details: 3-oxo-4-(2-(benzyloxy)ethyl)-8-(tetrahydropyrane-2-yloxy)-3,4-dihydro-2H-1,4-benzoxazine (1.89 g) was dissolved in methanol (100 ml), and pyridinium p-toluenesulfonate (126 mg) was added to the resultant solution, and the mixture was refluxed for 12 hours. The solvent was distilled off under reduced pressure, and the residue was poured into a saturated sodium bicarbonate aqueous solution, and then extracted with ethyl acetate. The resultant organic layer was dried over magnesium sulfate, and con... Starting materials: Br, CC(C)N(CCOC(=O)c1cc(OCc2ccccc2)c2c(Cl)cc(Cl)cc2n1)C(C)C, CC(=O)O. Yields the product Br, CC(C)N(CCOC(=O)c1cc(=O)c2c(Cl)cc(Cl)cc2[nH]1)C(C)C. As a reaction SMILES: [BrH:33].[CH2:1]([c:2]1[cH:3][cH:4][cH:5][cH:6][cH:7]1)[O:8][c:9]1[cH:10][c:11]([C:21](=[O:22])[O:23][CH2:24][CH2:25][N:26]([CH:27]([CH3:28])[CH3:29])[CH:30]([CH3:31])[CH3:32])[n:12][c:13]2[cH:14][c:15]([Cl:20])[cH:16][c:17]([Cl:19])[c:18]12.[CH3:34][C:35](=[O:36])[OH:37]>>[BrH:33].[O:8]=[c:9]1[cH:10][c:11]([C:21](=[O:22])[O:23][CH2:24][CH2:25][N:26]([CH:27]([CH3:28])[CH3:29])[CH:30]([CH3:31])[CH3:32])[nH:12][c:13]2[cH:14][c:15]([Cl:20])[cH:16][c:17]([Cl:19])[c:18]12. Reactants: Ph(PPH)4, BrC1=C2C=CN=CC2=CC=C1 (5-Bromoisoquinoline), CN(C=O)C (dimethyl formamide). Reagents/catalysts: [C-]#N.[C-]#N.[Zn+2] (Zn(CN)2). The solvent is C(C)(=O)OCC (ethyl acetate). The product is C1=NC=CC=2C(=CC=CC12)C#N (isoquinoline-5-carbonitrile). Yield: 97.0%. As a reaction SMILES: Br[C:2]1[CH:11]=[CH:10][CH:9]=[C:8]2[C:3]=1[CH:4]=[CH:5][N:6]=[CH:7]2.[CH3:12][N:13](C)C=O>C(OCC)(=O)C.[C-]#N.[C-]#N.[Zn+2]>[CH:7]1[C:8]2[CH:9]=[CH:10][CH:11]=[C:2]([C:12]#[N:13])[C:3]=2[CH:4]=[CH:5][N:6]=1 |f:3.4.5|. Reported procedure: 5-Bromoisoquinoline (8 g, 38.65 mmol) and dimethyl formamide (100 mL) were mixed and stirred. The reaction solution was added with Zn(CN)2 (2.72 g, 23.19 mmol) and Ph(PPH)4 (1.78 g, 1.55 mmol), followed by stirring for about 4 hours at 100° C. The reaction mixture was cooled to room temperature, diluted with ethyl acetate, and washed with a saturated aqueous sodium bicarbonate solution and saline. The resulting organic layer was dried over anhydrous sodium sulfate, filtered and concentrated unde...